Dataset: the Open Reaction Database (ORD), a public repository of structured organic reaction records. Task: describe an organic reaction: reactants, conditions, products, and yield The reactants are CNCCN (N-methylethylenediamine), ClC1=NC=C(C=C1)C(F)(F)F (2-chloro-5-trifluoromethylpyridine), C(C)(C)N(CC)C(C)C (diisopropylethylamine). Solvent: C1(=CC=CC=C1)C (toluene). The product is CNCCNC1=NC=CC=N1 (N1-Methyl-N2-pyrimidin-2-yl-ethane-1,2-diamine). Reaction SMILES: [CH3:1][NH:2][CH2:3][CH2:4][NH2:5].Cl[C:7]1[CH:12]=[CH:11]C(C(F)(F)F)=[CH:9][N:8]=1.C([N:20](C(C)C)CC)(C)C>C1(C)C=CC=CC=1>[CH3:1][NH:2][CH2:3][CH2:4][NH:5][C:9]1[N:8]=[CH:7][CH:12]=[CH:11][N:20]=1. Procedure: A solution of 100 mg of N-methylethylenediamine, 245 mg of 2-chloro-5-trifluoromethylpyridine and 261 mg of diisopropylethylamine in toluene was heated at 110° C. for 18 h. The reaction mixture was concentrated, poured into water, and extracted with 10% IPA/chloroform. The organic extracts were dried over sodium sulfate, filtered, and concentrated to provide the desired title compound contaminated with <3% of the bis-substituted dimer. MS (M+H)+=220.2. Reactants: 6-fluoro-2-methyl-4-(4'-methylsulfinylphenyl indanone), C(#N)CC(=O)O (cyanoacetic acid), C(C)(=O)O (acetic acid), C(C)(=O)[O-].[NH4+] (ammonium acetate), C1(=CC=CC=C1)C (toluene), O (water). Product: C(C)(=O)C1=CC=CC=C1 (acetylbenzene). As a reaction SMILES: [C:1]([CH2:3][C:4]([OH:6])=O)#N.[C:7](O)(=O)C.C([O-])(=O)C.[NH4+].O.[C:17]1(C)[CH:22]=CC=[CH:19][CH:18]=1>>[C:4]([C:3]1[CH:1]=[CH:19][CH:18]=[CH:17][CH:22]=1)(=[O:6])[CH3:7] |f:2.3|. Procedure: A mixture of 6-fluoro-2-methyl-4-(4'-methylsulfinylphenyl indanone) (30.2 gm.), cyanoacetic acid (10.5 gm.), acetic acid (6.6 g.) and ammonium acetate (1.7 gm.) in dry toluene (20 ml.) is refluxed with stirring for 24 hours while the water is removed continuously in a Dean-Stark separator. The toluene is concentrated, the residue dissolved in 200 ml. of 4 N potassium hydroxide solution (100 ml. ethanol, 100 ml. water) and refluxed for 12 hours. The aqueous solution is evaporated to remove the et... The reactants are CC1=CC=C(O1)C(=O)CN1C(C(CN(C2=C1C=C(C=C2)C)C(C(C)(C)C)=O)NC(=O)OC(C)(C)C)=O (1-(5-Methylfuran-2-yl)carbonylmethyl-2-oxo-3-tert-butoxycarbonylamino-5-pivaloyl-8-methyl-1,3,4,5-tetrahydro-2H-1,5-benzodiazepine). Solvent: Cl.O1CCOCC1 (HCl dioxane). Conditions: temperature 45 celsius, time 20 minute. The product is CC1=CC=C(O1)C(=O)CN1C(C(CN(C2=C1C=C(C=C2)C)C(C(C)(C)C)=O)N)=O (1-(5-methylfuran-2-yl)carbonylmethyl-2-oxo-3-amino-5-pivaloyl-8-methyl-1,3,4,5-tetrahydro-2H-1,5-benzodiazepine). The yield is 99.9%. As a reaction SMILES: [CH3:1][C:2]1[O:6][C:5]([C:7]([CH2:9][N:10]2[C:16]3[CH:17]=[C:18]([CH3:21])[CH:19]=[CH:20][C:15]=3[N:14]([C:22](=[O:27])[C:23]([CH3:26])([CH3:25])[CH3:24])[CH2:13][CH:12]([NH:28]C(OC(C)(C)C)=O)[C:11]2=[O:36])=[O:8])=[CH:4][CH:3]=1>Cl.O1CCOCC1>[CH3:1][C:2]1[O:6][C:5]([C:7]([CH2:9][N:10]2[C:16]3[CH:17]=[C:18]([CH3:21])[CH:19]=[CH:20][C:15]=3[N:14]([C:22](=[O:27])[C:23]([CH3:25])([CH3:26])[CH3:24])[CH2:13][CH:12]([NH2:28])[C:11]2=[O:36])=[O:8])=[CH:4][CH:3]=1 |f:1.2|. Procedure details: 1-(5-Methylfuran-2-yl)carbonylmethyl-2-oxo-3-tert-butoxycarbonylamino-5-pivaloyl-8-methyl-1,3,4,5-tetrahydro-2H-1,5-benzodiazepine (0.89 g) was dissolved in 4N HCl-dioxane (10 ml), the mixture was stirred at 40-50° C. for 20 minutes. The reaction mixture was concentrated under reduced pressure, the residue was neutralized with saturated aqueous sodium bicarbonate, extracted with ethyl acetate. The organic layer was washed with water and saturated brine, dried over anhydrous sodium sulfate, the s... The reactants are [Al+3], C1CCOC1, Cc1csc(Nc2cc(Oc3cccc(OCC(=O)O)c3)ccn2)n1, Cl, Cl, [H-], [H-], [H-], [H-], [Li+]. The product is Cc1csc(Nc2cc(Oc3cccc(OCCO)c3)ccn2)n1. Reaction SMILES: [Al+3:2].[CH2:34]1[O:35][CH2:36][CH2:37][CH2:38]1.[CH3:8][c:9]1[n:10][c:11]([NH:14][c:15]2[n:16][cH:17][cH:18][c:19]([O:21][c:22]3[cH:23][c:24]([O:25][CH2:26][C:27](=[O:28])[OH:29])[cH:30][cH:31][cH:32]3)[cH:20]2)[s:12][cH:13]1.[ClH:33].[ClH:7].[H-:1].[H-:4].[H-:5].[H-:6].[Li+:3]>>[CH3:8][c:9]1[n:10][c:11]([NH:14][c:15]2[n:16][cH:17][cH:18][c:19]([O:21][c:22]3[cH:23][c:24]([O:25][CH2:26][CH2:27][OH:28])[cH:30][cH:31][cH:32]3)[cH:20]2)[s:12][cH:13]1. The reactants are Cl.O1CCOCC1 (HCl dioxane), C(C)(C)(C)C(=O)CN1C(C(CN(C2=C1C=C(C=C2)C)C2CCCCC2)NC(=O)OC(C)(C)C)=O (1-tert-butylcarbonylmethyl-2-oxo-3-tert-butoxycarbonylamino-5-cyclohexyl-8-methyl-1,3,4,5-tetrahydro-2H-1,5-benzodiazepine). The solvent is C(C)O (ethanol). Reaction conditions: temperature 50 celsius, time 1 hour. The product is C(C)(C)(C)C(=O)CN1C(C(CN(C2=C1C=C(C=C2)C)C2CCCCC2)N)=O (1-tert-butylcarbonylmethyl-2-oxo-3-amino-5-cyclohexyl-8-methyl-1,3,4,5-tetrahydro-2H-1,5-benzodiazepine). Yield: 98.2%. RXN SMILES: Cl.O1CCOCC1.[C:8]([C:12]([CH2:14][N:15]1[C:21]2[CH:22]=[C:23]([CH3:26])[CH:24]=[CH:25][C:20]=2[N:19]([CH:27]2[CH2:32][CH2:31][CH2:30][CH2:29][CH2:28]2)[CH2:18][CH:17]([NH:33]C(OC(C)(C)C)=O)[C:16]1=[O:41])=[O:13])([CH3:11])([CH3:10])[CH3:9]>C(O)C>[C:8]([C:12]([CH2:14][N:15]1[C:21]2[CH:22]=[C:23]([CH3:26])[CH:24]=[CH:25][C:20]=2[N:19]([CH:27]2[CH2:32][CH2:31][CH2:30][CH2:29][CH2:28]2)[CH2:18][CH:17]([NH2:33])[C:16]1=[O:41])=[O:13])([CH3:11])([CH3:9])[CH3:10] |f:0.1|. Procedure details: 4N HCl-dioxane (7 ml) was added to a solution of 1-tert-butylcarbonylmethyl-2-oxo-3-tert-butoxycarbonylamino-5-cyclohexyl-8-methyl-1,3,4,5-tetrahydro-2H-1,5-benzodiazepine (517 mg) in ethanol (20 ml), the mixture was stirred at 50° C. for one hour. The reaction mixture was concentrated under reduced pressure, neutralized with saturated aqueous sodium bicarbonate, and extracted with methylene chloride. The organic layer was washed with saturated brine, dried over anhydrous sodium sulfate, and pur... Reactants: ClC1=C(C(=O)O)C=CC=N1 (2-chloronicotinic acid), [H-].[Al+3].[Li+].[H-].[H-].[H-] (lithium aluminum hydride), solution. Solvent: C1CCOC1 (THF), C1CCOC1 (THF). Product: ClC1=NC=CC=C1CO (2-Chloro-3-pyridinemethanol). The yield is 67.9%. Reaction SMILES: [Cl:1][C:2]1[N:10]=[CH:9][CH:8]=[CH:7][C:3]=1[C:4](O)=[O:5].[H-].[Al+3].[Li+].[H-].[H-].[H-]>C1COCC1>[Cl:1][C:2]1[C:3]([CH2:4][OH:5])=[CH:7][CH:8]=[CH:9][N:10]=1 |f:1.2.3.4.5.6|. Procedure details: To a stirred solution of 2-chloronicotinic acid (10.0 g, 63.4 mmol) in anhydrous THF (150 mL) at 0° C. under N2 was added lithium aluminum hydride (63 mL of a 1.0M solution in THF, 63 mmol) over 10 minutes. The solution was allowed to warm to room temperature over 2 h. Small quantities of ice were carefully added to quench the reaction followed by water. The aqueous solution was extracted with ether. The combined organic extracts were washed with water and saturated aqueous NaCl, dried over MgSO...